Dataset: the Open Reaction Database (ORD), a public repository of structured organic reaction records. Task: describe an organic reaction: reactants, conditions, products, and yield The reactants are FC1=C(C=O)C=CC=C1 (2-fluoro-benzaldehyde), O (water), C(C)(C)NC(C)C (diisopropylamine), C(CCC)[Li] (n-butyllithium), isobutyryl nitrile. The solvent is O1CCCC1 (tetrahydrofuran). Run at temperature -70 celsius, time 10 minute. Product: FC1=C(C=CC=C1)C(C(C#N)(C)C)O (3-(2-Fluoro-phenyl)-3-hydroxy-2,2-dimethyl-propionitrile). The yield is 99.7%. As a reaction SMILES: [CH:1]([NH:4]C(C)C)(C)C.C([Li])[CH2:9][CH2:10][CH3:11].[F:13][C:14]1[CH:21]=[CH:20][CH:19]=[CH:18][C:15]=1[CH:16]=[O:17].O>O1CCCC1>[F:13][C:14]1[CH:21]=[CH:20][CH:19]=[CH:18][C:15]=1[CH:16]([OH:17])[C:10]([CH3:9])([CH3:11])[C:1]#[N:4]. Reported procedure: To a stirring solution of diisopropylamine (2.27 mL, 16.1 mmol) in tetrahydrofuran (60 mL) at −20° C. under nitrogen was added a solution of n-butyllithium (7.1 mL, 17.7 mmol, 2.5 M in hexane). After the addition was complete, the mixture was cooled to −70° C., isobutyryl nitrile (1.46 mL, 16.1 mmol) was added and the reaction mixture was then warmed to −10° C. After 10 minutes, 2-fluoro-benzaldehyde (1.70 mL, 16.1 mmol) was added and the resulting solution was allowed to warm to ambient tempera... Starting materials: C(C)C=1SC(=C(N1)C(=O)OC)C (methyl 2-ethyl-5-methyl-1,3-thiazole-4-carboxylate), [H-].[Al+3].[Li+].[H-].[H-].[H-] (lithium aluminum hydride), O.O.O.O.O.O.O.O.O.O.S(=O)(=O)([O-])[O-].[Na+].[Na+] (Sodium sulfate decahydrate). Run in O1CCCC1 (tetrahydrofuran). Reaction conditions: time 2 hour. Yields the product C(C)C=1SC(=C(N1)CO)C ((2-ethyl-5-methyl-1,3-thiazol-4-yl)methanol). Yield: 53.8%. Reaction SMILES: [CH2:1]([C:3]1[S:4][C:5]([CH3:12])=[C:6]([C:8](OC)=[O:9])[N:7]=1)[CH3:2].[H-].[Al+3].[Li+].[H-].[H-].[H-].O.O.O.O.O.O.O.O.O.O.S([O-])([O-])(=O)=O.[Na+].[Na+]>O1CCCC1>[CH2:1]([C:3]1[S:4][C:5]([CH3:12])=[C:6]([CH2:8][OH:9])[N:7]=1)[CH3:2] |f:1.2.3.4.5.6,7.8.9.10.11.12.13.14.15.16.17.18.19|. Procedure details: To a solution of methyl 2-ethyl-5-methyl-1,3-thiazole-4-carboxylate (8.1 g) in tetrahydrofuran (400 mL) was added lithium aluminum hydride (1.8 g) at 0° C., and the mixture was stirred for 2 hrs. Sodium sulfate decahydrate (15.5 g) was added to the reaction mixture, and the mixture was stirred for 1 hr. The reaction mixture was filtered and concentrated. The residue was subjected to silica gel column chromatography and eluted with ethyl acetate-hexane (5:95-70:30, v/v) to give (2-ethyl-5-methyl-... Reactants: C(C)(=O)OC(C)=O (Acetic anhydride), ClC1=CC=C(C=C1)SC1=C(NC=2CCCC(C12)=NO)C (N-[-3-(4-chlorophenylsulfanyl)-2-methyl-4,5,6,7-tetrahydro-1H-indol-4-ylidene]hydroxylamine), C(C)(=O)OC(C)=O (acetic anhydride), [I-].[Na+] (sodium iodide). The solvent is C(C)(=O)O (acetic acid), C=1(C(=CC=CC1)C)C (xylene), C=1(C(=CC=CC1)C)C (xylene), C(C)(=O)O (acetic acid). Reaction conditions: temperature 110 celsius, time 45 minute. Product: ClC1=CC=C(C=C1)SC1=C(NC2=CC=CC(=C12)NC(C)=O)C (N-[3-(4-chlorophenylsulfanyl)-2-methyl-1H-indol-4-yl]acetamide). Reaction SMILES: C(O[C:5](=[O:7])[CH3:6])(=O)C.[Cl:8][C:9]1[CH:14]=[CH:13][C:12]([S:15][C:16]2[C:24]3[C:23](=[N:25]O)[CH2:22][CH2:21][CH2:20][C:19]=3[NH:18][C:17]=2[CH3:27])=[CH:11][CH:10]=1.[I-].[Na+]>C(O)(=O)C.C1(C)C(C)=CC=CC=1>[Cl:8][C:9]1[CH:10]=[CH:11][C:12]([S:15][C:16]2[C:24]3[C:19](=[CH:20][CH:21]=[CH:22][C:23]=3[NH:25][C:5](=[O:7])[CH3:6])[NH:18][C:17]=2[CH3:27])=[CH:13][CH:14]=1 |f:2.3|. Reported procedure: Acetic anhydride (1.1 mL, 11.6 mmol) was added to a stirred slurry of N-[-3-(4-chlorophenylsulfanyl)-2-methyl-4,5,6,7-tetrahydro-1H-indol-4-ylidene]hydroxylamine (3.0 g, 9.8 mmol) in a mixture of acetic acid (15 mL) and xylene (15 mL) at r.t. in reaction flask 1 (mildly exothermic addition) then the mixture was held with stirring for 45 mins. Meanwhile, reaction flask 2 was charged with acetic acid (7.5 mL), xylene (7.5 mL), acetic anhydride (1.1 mL, 11.6 mmol), and sodium iodide (70 mg, 0.47 mm... Starting materials: Cc1ccccc1, Cc1ccc(C(=O)O)cc1, Cl, O=S=O, O=S(Cl)Cl. Product: Cc1ccc(C(=O)Cl)cc1. Reaction SMILES: [CH3:19][c:20]1[cH:21][cH:22][cH:23][cH:24][cH:25]1.[CH3:1][c:2]1[cH:3][cH:4][c:5]([C:6](=[O:7])[OH:8])[cH:9][cH:10]1.[ClH:15].[O:16]=[S:17]=[O:18].[S:11]([Cl:12])([Cl:13])=[O:14]>>[CH3:1][c:2]1[cH:3][cH:4][c:5]([C:6](=[O:7])[Cl:13])[cH:9][cH:10]1. Starting materials: COC1=C(C=CC=C1)CC(=O)O (2-methoxy-benzeneacetic acid), CO (methanol). The solvent is S(O)(O)(=O)=O (sulfuric acid). Run at time 24 hour. The product is COC1=C(C=CC=C1)CC(=O)OC (Methyl 2-methoxy-benzeneacetate). As a reaction SMILES: [CH3:1][O:2][C:3]1[CH:8]=[CH:7][CH:6]=[CH:5][C:4]=1[CH2:9][C:10]([OH:12])=[O:11].[CH3:13]O>S(=O)(=O)(O)O>[CH3:1][O:2][C:3]1[CH:8]=[CH:7][CH:6]=[CH:5][C:4]=1[CH2:9][C:10]([O:12][CH3:13])=[O:11]. Reported procedure: 500 g of 2-methoxy-benzeneacetic acid are dissolved in 4 1 of methanol and 150 ml of sulfuric acid (d 1.84). The solution is boiled for 24 hours and poured onto ice water. The aqueous phase is extracted with chloroform which is then shaken against water and a solution of sodium hydrogen carbonate, whereupon the chloroform solution is evaporated. Reactants: C(C)(C)(C)OC(=O)C1=C(C=CC=C1)C1=CC=C(C=C1)CN1C(=NC(=C1C(=O)OCOC(C(C)(C)C)=O)C(C)(C)O)COCC (pivaloyloxymethyl 1-{4-[2-(t-butoxycarbonyl)phenyl]phenyl}methyl-2-ethoxymethyl-4-(1-hydroxy-1-methylethyl)imidazole-5-carboxylate), Cl (hydrochloride). Product: C(=O)(O)C1=C(C=CC=C1)C1=CC=C(C=C1)CN1C(=NC(=C1C(=O)OCOC(C(C)(C)C)=O)C(C)(C)O)COCC (Pivaloyloxymethyl 1-[4-(2-carboxyphenyl)phenyl]methyl-2-ethoxymethyl-4-(1-hydroxy-1-methylethyl)imidazole-5-carboxylate). As a reaction SMILES: C([O:5][C:6]([C:8]1[CH:13]=[CH:12][CH:11]=[CH:10][C:9]=1[C:14]1[CH:19]=[CH:18][C:17]([CH2:20][N:21]2[C:25]([C:26]([O:28][CH2:29][O:30][C:31](=[O:36])[C:32]([CH3:35])([CH3:34])[CH3:33])=[O:27])=[C:24]([C:37]([OH:40])([CH3:39])[CH3:38])[N:23]=[C:22]2[CH2:41][O:42][CH2:43][CH3:44])=[CH:16][CH:15]=1)=[O:7])(C)(C)C.Cl>>[C:6]([C:8]1[CH:13]=[CH:12][CH:11]=[CH:10][C:9]=1[C:14]1[CH:19]=[CH:18][C:17]([CH2:20][N:21]2[C:25]([C:26]([O:28][CH2:29][O:30][C:31](=[O:36])[C:32]([CH3:33])([CH3:34])[CH3:35])=[O:27])=[C:24]([C:37]([OH:40])([CH3:38])[CH3:39])[N:23]=[C:22]2[CH2:41][O:42][CH2:43][CH3:44])=[CH:16][CH:15]=1)([OH:7])=[O:5]. Procedure details: Following a procedure similar to that described in Example 96(b) but using 396 mg of pivaloyloxymethyl 1-{4-[2-(t-butoxycarbonyl)phenyl]phenyl}methyl-2-ethoxymethyl-4-(1-hydroxy-1-methylethyl)imidazole-5-carboxylate [prepared as described in step (a) above], 312 mg of the hydrochloride of the title compound were obtained as an amorphous powder, melting at 65° C. (with softening). Starting materials: BrC=1C=C(C=CC1)NC1=NC=NC2=CC=C(C=C12)NC(C=CCBr)=O (4-Bromo-but-2-enoic acid [4-(3-bromo-phenylamino)-quinazolin-6-yl]-amide), C(C)NCC (diethylamine), C(C)(=O)OCC (ethyl acetate), C([O-])(O)=O.[Na+] (sodium bicarbonate). Solvent: O1CCCC1 (tetrahydrofuran), CN(C=O)C (N,N-dimethylformamide), O1CCCC1 (tetrahydrofuran). Conditions: time 2 hour. Yields the product BrC=1C=C(C=CC1)NC1=NC=NC2=CC=C(C=C12)NC(C=CCN(CC)CC)=O (4-Diethylamino-but-2-enoic acid [4-(3-bromo-phenylamino)-quinazolin-6-yl]-amide). Isolated yield 59.6%. RXN SMILES: [CH2:1]([NH:3][CH2:4][CH3:5])[CH3:2].[Br:6][C:7]1[CH:8]=[C:9]([NH:13][C:14]2[C:23]3[C:18](=[CH:19][CH:20]=[C:21]([NH:24][C:25](=[O:30])[CH:26]=[CH:27][CH2:28]Br)[CH:22]=3)[N:17]=[CH:16][N:15]=2)[CH:10]=[CH:11][CH:12]=1.C(OCC)(=O)C.C(=O)(O)[O-].[Na+]>O1CCCC1.CN(C)C=O>[Br:6][C:7]1[CH:8]=[C:9]([NH:13][C:14]2[C:23]3[C:18](=[CH:19][CH:20]=[C:21]([NH:24][C:25](=[O:30])[CH:26]=[CH:27][CH2:28][N:3]([CH2:4][CH3:5])[CH2:1][CH3:2])[CH:22]=3)[N:17]=[CH:16][N:15]=2)[CH:10]=[CH:11][CH:12]=1 |f:3.4|. Reported procedure: A solution of 5.17 mL (3.65 g; 50 mmoles) of diethylamine in 20 mL of tetrahydrofuran was stirred and cooled in an ice bath, and a solution of 1.16 g (2.5 mmoles) of 4-Bromo-but-2-enoic acid [4-(3-bromo-phenylamino)-quinazolin-6-yl]-amide in 10 mL of tetrahydrofuran and 5 mL of N,N-dimethylformamide was added dropwise. After stirring for 2 hours, 45 mL of ethyl acetate and 30 mL of saturated aqueous sodium bicarbonate were added, and the layers were separated. The organic layer was extracted wit... Starting materials: CN1CCN(c2ccc(Nc3ncc(Br)n4ccnc34)cc2)CC1, O=C([O-])[O-], CC1(C)OB(c2ccc(C(N)=O)c(F)c2)OC1(C)C, [Na+], [Na+], C1COCCO1, c1ccc(P(c2ccccc2)(c2ccccc2)[Pd](P(c2ccccc2)(c2ccccc2)c2ccccc2)(P(c2ccccc2)(c2ccccc2)c2ccccc2)P(c2ccccc2)(c2ccccc2)c2ccccc2)cc1. Product: CN1CCN(c2ccc(Nc3ncc(-c4ccc(C(N)=O)c(F)c4)n4ccnc34)cc2)CC1. As a reaction SMILES: [Br:20][c:21]1[cH:22][n:23][c:24]([NH:30][c:31]2[cH:32][cH:33][c:34]([N:37]3[CH2:38][CH2:39][N:40]([CH3:43])[CH2:41][CH2:42]3)[cH:35][cH:36]2)[c:25]2[n:26]1[cH:27][cH:28][n:29]2.[C:50](=[O:51])([O-:52])[O-:53].[F:1][c:2]1[c:3]([C:4](=[O:5])[NH2:6])[cH:7][cH:8][c:9]([B:11]2[O:12][C:13]([CH3:14])([CH3:15])[C:16]([CH3:17])([CH3:18])[O:19]2)[cH:10]1.[Na+:54].[Na+:55].[O:44]1[CH2:45][CH2:46][O:47][CH2:48][CH2:49]1.[cH:56]1[cH:57][cH:58][c:59]([P:60]([Pd:61]([P:62]([c:63]2[cH:64][cH:65][cH:66][cH:67][cH:68]2)([c:69]2[cH:70][cH:71][cH:72][cH:73][cH:74]2)[c:75]2[cH:76][cH:77][cH:78][cH:79][cH:80]2)([P:81]([c:82]2[cH:83][cH:84][cH:85][cH:86][cH:87]2)([c:88]2[cH:89][cH:90][cH:91][cH:92][cH:93]2)[c:94]2[cH:95][cH:96][cH:97][cH:98][cH:99]2)[P:100]([c:101]2[cH:102][cH:103][cH:104][cH:105][cH:106]2)([c:107]2[cH:108][cH:109][cH:110][cH:111][cH:112]2)[c:113]2[cH:114][cH:115][cH:116][cH:117][cH:118]2)([c:119]2[cH:120][cH:121][cH:122][cH:123][cH:124]2)[c:125]2[cH:126][cH:127][cH:128][cH:129][cH:130]2)[cH:131][cH:132]1>>[F:1][c:2]1[c:3]([C:4](=[O:5])[NH2:6])[cH:7][cH:8][c:9](-[c:21]2[cH:22][n:23][c:24]([NH:30][c:31]3[cH:32][cH:33][c:34]([N:37]4[CH2:38][CH2:39][N:40]([CH3:43])[CH2:41][CH2:42]4)[cH:35][cH:36]3)[c:25]3[n:26]2[cH:27][cH:28][n:29]3)[cH:10]1. Starting materials: COC(Cl)Cl, c1ccc(CC2CC2)cc1, [Cl-], [Cl-], [Cl-], [Cl-], ClCCl, O, [Ti+4]. Yields the product O=Cc1ccc(CC2CC2)cc1. RXN SMILES: [CH3:11][O:12][CH:13]([Cl:14])[Cl:15].[CH:1]1([CH2:4][c:5]2[cH:6][cH:7][cH:8][cH:9][cH:10]2)[CH2:2][CH2:3]1.[Cl-:20].[Cl-:22].[Cl-:23].[Cl-:24].[Cl:17][CH2:18][Cl:19].[OH2:16].[Ti+4:21]>>[CH:1]1([CH2:4][c:5]2[cH:6][cH:7][c:8]([CH:11]=[O:12])[cH:9][cH:10]2)[CH2:2][CH2:3]1. Reactants: C(C1=CC=CC=C1)OC1=CC=C(C=C1)C1=CC(=NN1C1CCCCC1)CCC(=O)OC (Methyl 3-{5-[4-(benzyloxy)phenyl]-1-cyclohexyl-1H-pyrazol-3-yl}propanoate), [Li+].[OH-] (LiOH), C25H29N2O3. Run in CO.C1CCOC1 (MeOH THF). Yields the product C(C1=CC=CC=C1)OC1=CC=C(C=C1)C1=CC(=NN1C1CCCCC1)CCC(=O)O (3-{5-[4-(benzyloxy)phenyl]-1-cyclohexyl-1H-pyrazol-3-yl}propanoic acid). As a reaction SMILES: [CH2:1]([O:8][C:9]1[CH:14]=[CH:13][C:12]([C:15]2[N:19]([CH:20]3[CH2:25][CH2:24][CH2:23][CH2:22][CH2:21]3)[N:18]=[C:17]([CH2:26][CH2:27][C:28]([O:30]C)=[O:29])[CH:16]=2)=[CH:11][CH:10]=1)[C:2]1[CH:7]=[CH:6][CH:5]=[CH:4][CH:3]=1.[Li+].[OH-]>CO.C1COCC1>[CH2:1]([O:8][C:9]1[CH:10]=[CH:11][C:12]([C:15]2[N:19]([CH:20]3[CH2:25][CH2:24][CH2:23][CH2:22][CH2:21]3)[N:18]=[C:17]([CH2:26][CH2:27][C:28]([OH:30])=[O:29])[CH:16]=2)=[CH:13][CH:14]=1)[C:2]1[CH:3]=[CH:4][CH:5]=[CH:6][CH:7]=1 |f:1.2,3.4|. Reported procedure: Methyl ester 6.1 (53 mg) was stirred with 1N LiOH (2 ml) in 5 ml of MeOH/THF (4:1) over 18 h, concentrated, and partitioned between Et2O and H2O. The organic phase was extracted with 0.1 N NaOH (2×), and the combined aqueous extracts were acidified with conc. HCl and extracted with EtOAc (3×). The organic extracts were washed with H2O, brine, and dried (Na2SO4). The residue after concentration was triturated with hexanes/Et2O (10:1) to afford acid 6.2, 39 mg (100%). HRMS (ESI) calc'd for C25H29N...